From a dataset of the Open Reaction Database (ORD), a public repository of structured organic reaction records. describe an organic reaction: reactants, conditions, products, and yield The reactants are BrC=1C(=C(N)C(=CC1C)C)C (3-bromo-2,4,6-trimethylaniline), N(CC(=O)O)(CC(=O)O)CC(=O)O (nitrilotriacetic acid), C(C)(=O)OC(C)=O (Acetic anhydride), CaSO4. Run in N1=CC=CC=C1 (pyridine), N1=CC=CC=C1 (pyridine). Run at temperature 50 celsius, time 16 hour. Product: BrC=1C(=C(C(=CC1C)C)NC(CN(CC(=O)O)CC(=O)O)=O)C (2,2'-[[2-[(3-bromo-2,4,6-trimethylphenyl)amino]-2-oxoethyl]imino]bisacetic acid). Yield: 47.0%. As a reaction SMILES: [N:1]([CH2:10][C:11]([OH:13])=O)([CH2:6][C:7]([OH:9])=[O:8])[CH2:2][C:3]([OH:5])=[O:4].C(OC(=O)C)(=O)C.[Br:21][C:22]1[C:23]([CH3:31])=[C:24]([C:26]([CH3:30])=[CH:27][C:28]=1[CH3:29])[NH2:25]>N1C=CC=CC=1>[Br:21][C:22]1[C:23]([CH3:31])=[C:24]([NH:25][C:11](=[O:13])[CH2:10][N:1]([CH2:2][C:3]([OH:5])=[O:4])[CH2:6][C:7]([OH:9])=[O:8])[C:26]([CH3:30])=[CH:27][C:28]=1[CH3:29]. Reported procedure: A suspension of 9.56 g of nitrilotriacetic acid in pyridine (dried over molecular sieves) is prepared with the exclusion of moisture (CaSO4 drying tube) and heated to 50° C. Acetic anhydride (5.11 g) is added dropwise. The reaction mixture clears and is heated to 100° C. After maintaining the temperature for 40 minutes, the reaction mixture is cooled to 55° C. and a solution of 10.7 g 3-bromo-2,4,6-trimethylaniline in 25 ml of dry pyridine is added slowly. The reaction is heated to 100° C. and a... The reactants are FC1=C(C=CC(=C1)F)C=[N+]([O-])C(CO[Si](C)(C)C(C)(C)C)(C)C (α-(2,4-difluorophenyl)-N-[dimethyl(t-butyldimethylsiloxymethyl) methyl]nitrone), C(=O)(O)[O-].[Na+] (NaHCO3), N1=CC=CC=C1.F (hydrogen fluoride-pyridine). Solvent: C1CCOC1 (THF), ice water. Conditions: time 7 hour. Yields the product FC1=C(C=CC(=C1)F)C=[N+]([O-])C(CO)(C)C (α-(2,4-difluorophenyl)-N-[dimethyl(hydroxymethyl)methyl]nitrone). Isolated yield 69.2%. As a reaction SMILES: [F:1][C:2]1[CH:7]=[C:6]([F:8])[CH:5]=[CH:4][C:3]=1[CH:9]=[N+:10]([C:12]([CH3:23])([CH3:22])[CH2:13][O:14][Si](C(C)(C)C)(C)C)[O-:11].N1C=CC=CC=1.F.C([O-])(O)=O.[Na+]>C1COCC1>[F:1][C:2]1[CH:7]=[C:6]([F:8])[CH:5]=[CH:4][C:3]=1[CH:9]=[N+:10]([C:12]([CH3:23])([CH3:22])[CH2:13][OH:14])[O-:11] |f:1.2,3.4|. Procedure: A solution of α-(2,4-difluorophenyl)-N-[dimethyl(t-butyldimethylsiloxymethyl) methyl]nitrone (688.3 mg, 2.00 mmol) in THF (20 ml) was cooled to 0° C. in ice-water bath. To the mixture was added carefully hydrogen fluoride-pyridine (1 ml). The mixture was gradually warmed to room temperature and stirred for 7 hours. The mixture was added to sat. NaHCO3 aqueous solution and extracted three times with ethyl acetate and dried over MgSO4. The solvent was evaporated and the white crystals were washed ... Procedure: A reactor was charged with 1c (16.0 g), Pd/C (2.08 g), anhydrous Na2CO3 (2.56 g) and ethyl acetate (120 mL). The flask was vacuum-purged with nitrogen (3×) and vacuum-purged with hydrogen (3×). The flask was then pressurized with hydrogen and stirred at about 60° C. until completion of reaction. The flask was cooled to 20-25° C., the pressure released to ambient, the head space purged with nitrogen three times and mixture was filtered. The filtrate was concentrated. Methanol was added. The mixtu... Yield: 90.0%. Reactants: C(C)(=O)OCC1=NC(=C(C2=CC=C(C=C12)OC1=CC=CC=C1)O)C(=O)OC (Methyl 1-((acetoxy)methyl)-4-hydroxy-7-phenoxyisoquinoline-3-carboxylate), C(=O)([O-])[O-].[Na+].[Na+] (Na2CO3). Solvent: C(C)(=O)OCC (ethyl acetate). Reaction SMILES: C(O[CH2:5][C:6]1[C:15]2[C:10](=[CH:11][CH:12]=[C:13]([O:16][C:17]3[CH:22]=[CH:21][CH:20]=[CH:19][CH:18]=3)[CH:14]=2)[C:9]([OH:23])=[C:8]([C:24]([O:26][CH3:27])=[O:25])[N:7]=1)(=O)C.C([O-])([O-])=O.[Na+].[Na+]>[Pd].C(OCC)(=O)C>[OH:23][C:9]1[C:10]2[C:15](=[CH:14][C:13]([O:16][C:17]3[CH:22]=[CH:21][CH:20]=[CH:19][CH:18]=3)=[CH:12][CH:11]=2)[C:6]([CH3:5])=[N:7][C:8]=1[C:24]([O:26][CH3:27])=[O:25] |f:1.2.3|. Conditions: temperature 60 celsius. Product: OC1=C(N=C(C2=CC(=CC=C12)OC1=CC=CC=C1)C)C(=O)OC (Methyl 4-hydroxy-1-methyl-7-phenoxyisoquinoline-3-carboxylate). Reagents/catalysts: [Pd] (Pd/C). Starting materials: C(C)(C)(C)C1=CC=2CC3=CC(=CC=C3C2C=C1)C(C)(C)C (2,7-di-tert-butylfluorene), C(CCC)[Li] (n-butyllithium), C(CCC)[Li] (n-butyllithium). Run in C(C)OCC (Diethyl ether), CCOCC (ether). Conditions: temperature -78 celsius, time 12 hour. Product: C(C)(C)(C)C1=C(C=2CC3=CC(=CC=C3C2C=C1)C(C)(C)C)[Li] (2,7-di-tert-butylfluorenyl lithium). As a reaction SMILES: [C:1]([C:5]1[CH:17]=[CH:16][C:15]2[C:14]3[C:9](=[CH:10][C:11]([C:18]([CH3:21])([CH3:20])[CH3:19])=[CH:12][CH:13]=3)[CH2:8][C:7]=2[CH:6]=1)([CH3:4])([CH3:3])[CH3:2].C([Li:26])CCC>CCOCC>[C:1]([C:5]1[CH:17]=[CH:16][C:15]2[C:14]3[C:9](=[CH:10][C:11]([C:18]([CH3:21])([CH3:20])[CH3:19])=[CH:12][CH:13]=3)[CH2:8][C:7]=2[C:6]=1[Li:26])([CH3:4])([CH3:3])[CH3:2]. Procedure details: A one-liter flask is charged with 2,7-di-tert-butylfluorene (50 g, 179.6 mmol) and a stir bar, capped with a rubber septum, and placed under a nitrogen atmosphere. Diethyl ether (about 300 mL) is added via a cannula, and the resulting mixture is cooled to −78° C. in a dry-ice bath. This mixture is stirred at this temperature as n-butyllithium (21.5 mL of 10 M in hexanes, 215 mmol) is added slowly via syringe. After the addition of n-butyllithium is complete, the reddish solution is slowly warmed... Reactants: FC(C(=O)O)(F)F (Trifluoroacetic acid), C(C)(C)(C)OC(=O)N1[C@@H](C[C@@H](C1)OC1=CC=CC=C1)COC1=CC=C(C(=O)OC)C=C1 (methyl 4-((2S,4S)-1-tert-butoxycarbonyl-4-phenoxy-2-pyrrolidinylmethoxy)benzoate). Solvent: C(Cl)Cl (methylene chloride). Run at time 5 hour. The product is O(C1=CC=CC=C1)[C@H]1C[C@H](NC1)COC1=CC=C(C(=O)OC)C=C1 (methyl 4-((2S,4S)-4-phenoxy-2-pyrrolidinylmethoxy)benzoate). Isolated yield 91.2%. RXN SMILES: FC(F)(F)C(O)=O.C(OC([N:15]1[CH2:19][C@@H:18]([O:20][C:21]2[CH:26]=[CH:25][CH:24]=[CH:23][CH:22]=2)[CH2:17][C@H:16]1[CH2:27][O:28][C:29]1[CH:38]=[CH:37][C:32]([C:33]([O:35][CH3:36])=[O:34])=[CH:31][CH:30]=1)=O)(C)(C)C>C(Cl)Cl>[O:20]([C@@H:18]1[CH2:19][NH:15][C@H:16]([CH2:27][O:28][C:29]2[CH:30]=[CH:31][C:32]([C:33]([O:35][CH3:36])=[O:34])=[CH:37][CH:38]=2)[CH2:17]1)[C:21]1[CH:26]=[CH:25][CH:24]=[CH:23][CH:22]=1. Procedure details: Trifluoroacetic acid (20 ml) was added to a solution of methyl 4-((2S,4S)-1-tert-butoxycarbonyl-4-phenoxy-2-pyrrolidinylmethoxy)benzoate (2.02 g, 3.25 mmol) in methylene chloride (100 ml). The resulting mixture was stirred at room temperature for 5 hours. The reaction mixture was then concentrated under reduced pressure. The residue was diluted with methylene chloride (50 ml), followed by washing with 1N NaOH. The organic layer was fractionated, followed by washing with saturated brine, drying o... The reactants are N1C=C(C=2C1=NC=CC2)C(=O)C=2C=NC(=CC2)OCC2=CC(=CC=C2)C(F)(F)F ((1H-pyrrolo[2,3-b]pyridin-3-yl)-[6-(3-trifluoromethyl-benzyloxy)-pyridin-3-yl]-methanone), [BH4-].[Na+] (sodium borohydride). Solvent: C(C)O (ethanol). Reaction conditions: time 1 hour. Product: N1C=C(C=2C1=NC=CC2)C(O)C=2C=NC(=CC2)OCC2=CC(=CC=C2)C(F)(F)F ((1H-Pyrrolo[2,3-b]pyridin-3-yl)-[6-(3-trifluoromethyl-benzyloxy)-pyridin-3-yl]-methanol). As a reaction SMILES: [NH:1]1[C:5]2=[N:6][CH:7]=[CH:8][CH:9]=[C:4]2[C:3]([C:10]([C:12]2[CH:13]=[N:14][C:15]([O:18][CH2:19][C:20]3[CH:25]=[CH:24][CH:23]=[C:22]([C:26]([F:29])([F:28])[F:27])[CH:21]=3)=[CH:16][CH:17]=2)=[O:11])=[CH:2]1.[BH4-].[Na+]>C(O)C>[NH:1]1[C:5]2=[N:6][CH:7]=[CH:8][CH:9]=[C:4]2[C:3]([CH:10]([C:12]2[CH:13]=[N:14][C:15]([O:18][CH2:19][C:20]3[CH:25]=[CH:24][CH:23]=[C:22]([C:26]([F:27])([F:29])[F:28])[CH:21]=3)=[CH:16][CH:17]=2)[OH:11])=[CH:2]1 |f:1.2|. Procedure: To (1H-pyrrolo[2,3-b]pyridin-3-yl)-[6-(3-trifluoromethyl-benzyloxy)-pyridin-3-yl]-methanone 73 in ethanol was added sodium borohydride. After one hour, the reaction was quenched with water and extracted with ethyl acetate. The organic portion was dried with magnesium sulfate and concentrated to provide (1H-Pyrrolo[2,3-b]pyridin-3-yl)-[6-(3-trifluoromethyl-benzyloxy)-pyridin-3-yl]-methanol 74, which was used in the next step without additional purification. RXN SMILES: [CH2:1]([CH3:2])[N:3]([CH2:4][CH2:5][N:6]1[C:7](=[O:19])[c:8]2[c:9]([nH:13][c:14]([CH:17]=[O:18])[c:15]2[CH3:16])[CH2:10][CH2:11][CH2:12]1)[CH2:20][CH3:21].[CH2:44]1[CH2:45][CH2:46][NH:47][CH2:48][CH2:49]1.[CH3:50][CH2:51][OH:52].[Cl:22][c:23]1[c:24]([CH2:30][S:31](=[O:32])(=[O:33])[c:34]2[cH:35][c:36]3[c:40]([cH:41][cH:42]2)[NH:39][C:38](=[O:43])[CH2:37]3)[c:25]([Cl:29])[cH:26][cH:27][cH:28]1>>[CH2:1]([CH3:2])[N:3]([CH2:4][CH2:5][N:6]1[C:7](=[O:19])[c:8]2[c:9]([nH:13][c:14]([CH:17]=[C:37]3[c:36]4[cH:35][c:34]([S:31]([CH2:30][c:24]5[c:23]([Cl:22])[cH:28][cH:27][cH:26][c:25]5[Cl:29])(=[O:32])=[O:33])[cH:42][cH:41][c:40]4[NH:39][C:38]3=[O:43])[c:15]2[CH3:16])[CH2:10][CH2:11][CH2:12]1)[CH2:20][CH3:21]. The product is CCN(CC)CCN1CCCc2[nH]c(C=C3C(=O)Nc4ccc(S(=O)(=O)Cc5c(Cl)cccc5Cl)cc43)c(C)c2C1=O. Starting materials: CCN(CC)CCN1CCCc2[nH]c(C=O)c(C)c2C1=O, C1CCNCC1, CCO, O=C1Cc2cc(S(=O)(=O)Cc3c(Cl)cccc3Cl)ccc2N1. The reactants are [OH-].[Na+] (sodium hydroxide), COC(CC1C2CC3CC(CC1C3)C2)=O (2-adamantyl acetic acid methyl ester). The solvent is CO (methanol). Reaction conditions: time 6 hour. Yields the product C12C(C3CC(CC(C1)C3)C2)CC(=O)O (2-adamantyl acetic acid). Reaction SMILES: [OH-].[Na+].C[O:4][C:5](=[O:17])[CH2:6][CH:7]1[CH:14]2[CH2:15][CH:10]3[CH2:11][CH:12]([CH2:16][CH:8]1[CH2:9]3)[CH2:13]2>CO>[CH:14]12[CH2:15][CH:10]3[CH2:11][CH:12]([CH2:16][CH:8]([CH2:9]3)[CH:7]1[CH2:6][C:5]([OH:17])=[O:4])[CH2:13]2 |f:0.1|. Procedure: Aqueous 2.5 N sodium hydroxide solution 433 ml was added to methanol solution 1125 ml of 2-adamantyl acetic acid methyl ester 150 g (0.72 mol) and stirred at room temperature for 6 hours. Reaction mixture was concentrated in vacuo. Aqueous sodium bicarbonate solution was added to the residue and the mixture was washed with ether. Aqueous layer was adjusted to pH 1 by adding 12 N hydrochloric acid, extracted with ethyl acetate and dried with anhydrous sodium sulfate. The reactants are CCc1[nH]c2cc(NC(=O)C(NC(=O)OC(C)(C)C)C3CCCCC3)cc3c(=O)[nH]ncc1c23, Cl, C1COCCO1. Product: CCc1[nH]c2cc(NC(=O)C(N)C3CCCCC3)cc3c(=O)[nH]ncc1c23. Reaction SMILES: [C:1]([O:2][C:3](=[O:4])[NH:7][CH:8]([C:9]([NH:10][c:11]1[cH:12][c:13]2[c:14]3[c:15]([c:16]([CH2:20][CH3:21])[nH:17][c:18]3[cH:19]1)[cH:22][n:23][nH:24][c:25]2=[O:26])=[O:27])[CH:28]1[CH2:29][CH2:30][CH2:31][CH2:32][CH2:33]1)([CH3:5])([CH3:6])[CH3:34].[ClH:35].[O:36]1[CH2:37][CH2:38][O:39][CH2:40][CH2:41]1>>[NH2:7][CH:8]([C:9]([NH:10][c:11]1[cH:12][c:13]2[c:14]3[c:15]([c:16]([CH2:20][CH3:21])[nH:17][c:18]3[cH:19]1)[cH:22][n:23][nH:24][c:25]2=[O:26])=[O:27])[CH:28]1[CH2:29][CH2:30][CH2:31][CH2:32][CH2:33]1. Reactants: CN1CCN(CC1)C1=CC=C(C=N1)N (6-(4-methyl-piperazin-1-yl)-pyridin-3-ylamine), C[Al](C)C (AlMe3), C1(=CC=CC=C1)C (toluene), COC(=O)C1=CC2=C(N=C(N2)C2=C(C=CC(=C2)C=2C(=NC=CC2)OC)O)C=C1 (2-[2-hydroxy-5-(2-methoxy-pyridin-3-yl)-phenyl]-3H-benzoimidazole-5-carboxylic acid methyl ester). The solvent is ClCCCl (DCE), C(Cl)Cl.CO (CH2Cl2 MeOH). Conditions: temperature 80 celsius. Yields the product CN1CCN(CC1)C1=CC=C(C=N1)NC(=O)C1=CC2=C(NC(=N2)C2=C(C=CC(=C2)C=2C(=NC=CC2)OC)O)C=C1 (2-[2-Hydroxy-5-(2-methoxy-pyridin-3-yl)-phenyl]-1H-benzoimidazole-5-carboxylic acid [6-(4-methyl-piperazin-1-yl)-pyridin-3-yl]-amide). Isolated yield 20.0%. Reaction SMILES: [CH3:1][N:2]1[CH2:7][CH2:6][N:5]([C:8]2[N:13]=[CH:12][C:11]([NH2:14])=[CH:10][CH:9]=2)[CH2:4][CH2:3]1.C[Al](C)C.C1(C)C=CC=CC=1.C[O:27][C:28]([C:30]1[CH:53]=[CH:52][C:33]2[N:34]=[C:35]([C:37]3[CH:42]=[C:41]([C:43]4[C:44]([O:49][CH3:50])=[N:45][CH:46]=[CH:47][CH:48]=4)[CH:40]=[CH:39][C:38]=3[OH:51])[NH:36][C:32]=2[CH:31]=1)=O>ClCCCl.C(Cl)Cl.CO>[CH3:1][N:2]1[CH2:7][CH2:6][N:5]([C:8]2[N:13]=[CH:12][C:11]([NH:14][C:28]([C:30]3[CH:53]=[CH:52][C:33]4[NH:34][C:35]([C:37]5[CH:42]=[C:41]([C:43]6[C:44]([O:49][CH3:50])=[N:45][CH:46]=[CH:47][CH:48]=6)[CH:40]=[CH:39][C:38]=5[OH:51])=[N:36][C:32]=4[CH:31]=3)=[O:27])=[CH:10][CH:9]=2)[CH2:4][CH2:3]1 |f:5.6|. Reported procedure: To a solution of 6-(4-methyl-piperazin-1-yl)-pyridin-3-ylamine (38.4 mg, 0.2 mmol) in dry DCE (1 mL) were added AlMe3 in toluene solution (2.0 M, 160 μL, 0.32 mmol), and then 2-[2-hydroxy-5-(2-methoxy-pyridin-3-yl)-phenyl]-3H-benzoimidazole-5-carboxylic acid methyl ester (37.5 mg, 0.1 mmol). The reaction mixture was heated at 80° C. for 16.5 h, cooled to the room, loaded on silica gel, and chromatographyed (250:10:1 CH2Cl2/MeOH/28% aqueous NH4OH) to afford the title compound (10.7 mg, 20%). 1H N...